This data is from the Open Reaction Database (ORD), a public repository of structured organic reaction records. The task is: describe an organic reaction: reactants, conditions, products, and yield Starting materials: C(C)(=O)OC(C)=O (acetic acid anhydride), NCC(=O)OCC (ethyl glycinate). Run in N1=CC=CC=C1 (pyridine). Product: C(C)(=O)NCC(=O)OCC (ethyl N-acetyl-glycinate). Yield: 34.4%. As a reaction SMILES: [C:1](OC(=O)C)(=[O:3])[CH3:2].[NH2:8][CH2:9][C:10]([O:12][CH2:13][CH3:14])=[O:11]>N1C=CC=CC=1>[C:1]([NH:8][CH2:9][C:10]([O:12][CH2:13][CH3:14])=[O:11])(=[O:3])[CH3:2]. Procedure details: 31 gm of acetic acid anhydride were slowly added to a solution of ethyl glycinate (prepared from 31 gm ethyl glycinate hydrochloride in ether and sodium hydroxide) in 70 ml of pyridine, while stirring and cooling the solution. The resulting mixture was then stirred for one hour at room temperature and subsequently evaporated, yielding 15 gm (55% of theory) of ethyl N-acetyl-glycinate. The reactants are OC(C(C)C)(C=1N=CN(C1)C(C1=CC=CC=C1)(C1=CC=CC=C1)C1=CC=CC=C1)C=1C=C2C=CC(=CC2=CC1)C(=O)OC (methyl 6-(1-hydroxy-2-methyl-1-(1-trityl-1H-imidazol-4-yl)propyl)-2-naphthoate), [OH-].[Na+] (NaOH), OC(C(C)C)(C=1N=CN(C1)C(C1=CC=CC=C1)(C1=CC=CC=C1)C1=CC=CC=C1)C=1C=C2C=CC(=CC2=CC1)C(=O)O (6-(1-hydroxy-2-methyl-1-(1-trityl-1H-imidazol-4-yl)propyl)-2-naphthoic acid), Cl (HCl), crude mixture, Cl.C(C)N (ethylamine hydrochloride), ON1N=NC2=C1C=CC=C2 (1-hydroxybenzotriazole), Cl.CN(CCCN=C=NCC)C (1-(3-dimethylaminopropyl)-3-ethylcarbodiimide hydrochloride). The solvent is O (water), C1CCOC1 (THF), CO (methanol). Run at time 2 hour. The product is C(C)NC(=O)C1=CC2=CC=C(C=C2C=C1)C(C(C)C)(C=1N=CNC1)O (N-Ethyl-6-[1-hydroxy-1-(1H-imidazol-4-yl)-2-methylpropyl)-2-naphthamide). Reaction SMILES: [OH:1][C:2]([C:30]1[CH:31]=[C:32]2[C:37](=[CH:38][CH:39]=1)[CH:36]=[C:35]([C:40]([O:42]C)=O)[CH:34]=[CH:33]2)([C:6]1[N:7]=[CH:8][N:9](C(C2C=CC=CC=2)(C2C=CC=CC=2)C2C=CC=CC=2)[CH:10]=1)[CH:3]([CH3:5])[CH3:4].[OH-].[Na+].Cl.O[C:48](C1C=C2C(=CC=1)C=C(C(O)=O)C=C2)([C:52]1[N:53]=CN(C(C2C=CC=CC=2)(C2C=CC=CC=2)C2C=CC=CC=2)C=1)C(C)C.Cl.C(N)C.ON1C2C=CC=CC=2N=N1.Cl.CN(C)CCCN=C=NCC>C1COCC1.O.CO>[CH2:52]([NH:53][C:40]([C:35]1[CH:34]=[CH:33][C:32]2[C:37](=[CH:38][CH:39]=[C:30]([C:2]([OH:1])([C:6]3[N:7]=[CH:8][NH:9][CH:10]=3)[CH:3]([CH3:4])[CH3:5])[CH:31]=2)[CH:36]=1)=[O:42])[CH3:48] |f:1.2,5.6,8.9|. Reported procedure: To a solution of methyl 6-(1-hydroxy-2-methyl-1-(1-trityl-1H-imidazol-4-yl)propyl)-2-naphthoate (14.0 g) in THF (140 mL) was added methanol (30 mL) and 4N-NaOH (30 mL) at 60° C. The mixture was stirred for 2 h, neutralized with conc.HCl. The mixture was concentrated, diluted with water and extracted with ethyl acetate. The extract was concentrated to give crude mixture of 6-(1-hydroxy-2-methyl-1-(1-trityl-1H-imidazol-4-yl)propyl)-2-naphthoic acid. To a solution of the crude mixture was added eth... The reactants are [Cl-].NC1=[N+](C=CC=C1)COC1=C(C=CC=C1)Br (2-amino-1-[(o-bromophenoxy)-methyl]pyridinium chloride), C([O-])([O-])=O.[K+].[K+] (potassium carbonate), copper bronze. Run in C(CC)O (n-propanol), O (water). The product is C1=CC=CC2=C1N=C1N(CO2)C=CC=C1 (6H-Pyrido[1,2-c][1,3,5]benzoxadiazepine). RXN SMILES: [Cl-].[NH2:2][C:3]1[CH:8]=[CH:7][CH:6]=[CH:5][N+:4]=1[CH2:9][O:10][C:11]1[CH:16]=[CH:15][CH:14]=[CH:13][C:12]=1Br.C(=O)([O-])[O-].[K+].[K+]>C(O)CC.O>[CH:15]1[C:16]2[N:2]=[C:3]3[CH:8]=[CH:7][CH:6]=[CH:5][N:4]3[CH2:9][O:10][C:11]=2[CH:12]=[CH:13][CH:14]=1 |f:0.1,2.3.4|. Procedure details: A mixture of 9.5 g of 2-amino-1-[(o-bromophenoxy)-methyl]pyridinium chloride, 8.3 g of potassium carbonate, 0.4 g of copper-bronze in 150 ml of n-propanol and 25 ml of water under N2, is heated under reflux for 12 hours while stirring. The mixture is filtered hot and the deep yellow filtrate is concentrated to dyrness. The residue is dissolved in 400 ml of ether, the ether solution is washed, dried and the solvent removed to give about 6.4 g of the crude yellow product. This is recrystallized fr... Starting materials: Cl.Cl.CN(C1CNC1)C (N,N-dimethylazetidin-3-amine dihydrochloride), Cl.Cl.CN(C1CNC1)C (N,N-dimethylazetidin-3-amine dihydrochloride), FC1=CC(=C(C=C1[N+](=O)[O-])NC1=NC=CC(=N1)C=1C=NN2C1C=CC=C2)OC (N-(4-fluoro-2-methoxy-5-nitrophenyl)-4-pyrazolo[1,5-a]pyridin-3-ylpyrimidin-2-amine), FC1=CC(=C(C=C1[N+](=O)[O-])NC1=NC=CC(=N1)C=1C=NN2C1C=CC=C2)OC (N-(4-fluoro-2-methoxy-5-nitrophenyl)-4-pyrazolo[1,5-a]pyridin-3-ylpyrimidin-2-amine), CCN(C(C)C)C(C)C (DIPEA). Isolated yield 71.7%. Reaction SMILES: Cl.Cl.[CH3:3][N:4]([CH3:9])[CH:5]1[CH2:8][NH:7][CH2:6]1.F[C:11]1[C:16]([N+:17]([O-:19])=[O:18])=[CH:15][C:14]([NH:20][C:21]2[N:26]=[C:25]([C:27]3[CH:28]=[N:29][N:30]4[CH:35]=[CH:34][CH:33]=[CH:32][C:31]=34)[CH:24]=[CH:23][N:22]=2)=[C:13]([O:36][CH3:37])[CH:12]=1.CCN(C(C)C)C(C)C>CC(N(C)C)=O>[CH3:3][N:4]([CH3:9])[CH:5]1[CH2:8][N:7]([C:11]2[C:16]([N+:17]([O-:19])=[O:18])=[CH:15][C:14]([NH:20][C:21]3[N:26]=[C:25]([C:27]4[CH:28]=[N:29][N:30]5[CH:35]=[CH:34][CH:33]=[CH:32][C:31]=45)[CH:24]=[CH:23][N:22]=3)=[C:13]([O:36][CH3:37])[CH:12]=2)[CH2:6]1 |f:0.1.2|. Solvent: CC(=O)N(C)C (DMA). The product is CN(C1CN(C1)C1=CC(=C(C=C1[N+](=O)[O-])NC1=NC=CC(=N1)C=1C=NN2C1C=CC=C2)OC)C (N-[4-(3-Dimethylaminoazetidin-1-yl)-2-methoxy-5-nitrophenyl]-4-pyrazolo[1,5-a]pyridin-3-ylpyrimidin-2-amine). Run at temperature 85 celsius. Reported procedure: N,N-Dimethylazetidin-3-amine dihydrochloride (Intermediate 26, 227 mg, 1.31 mmol) was added to a suspension of N-(4-fluoro-2-methoxy-5-nitrophenyl)-4-pyrazolo[1,5-a]-pyridin-3-ylpyrimidin-2-amine (Intermediate 155, 415 mg, 1.09 mmol) and DIPEA (0.755 mL, 4.36 mmol) in DMA (3.2 mL) and the mixture was heated at 85° C. for 1 h. The mixture was part-purified by ion exchange chromatography, using an SCX column and eluting with 7M methanolic ammonia. Clean fractions were combined and concentrated in ... The reactants are CCO, CC(C)(C)OC(=O)NC(CC1CCCCC1)C(O)CCl, [Na+], [OH-], O. The product is CC(C)(C)OC(=O)NC(CC1CCCCC1)C1CO1. As a reaction SMILES: [CH3:21][CH2:22][OH:23].[Cl:1][CH2:2][CH:3]([CH:4]([CH2:5][CH:6]1[CH2:7][CH2:8][CH2:9][CH2:10][CH2:11]1)[NH:12][C:13]([O:14][C:15]([CH3:16])([CH3:17])[CH3:18])=[O:19])[OH:20].[Na+:25].[OH-:24].[OH2:26]>>[CH2:2]1[CH:3]([CH:4]([CH2:5][CH:6]2[CH2:7][CH2:8][CH2:9][CH2:10][CH2:11]2)[NH:12][C:13]([O:14][C:15]([CH3:16])([CH3:17])[CH3:18])=[O:19])[O:20]1. Reactants: [Si](C)(C)(C(C)(C)C)O[C@@H]1C=C2C=C[C@@H]([C@@H]([C@H]2[C@H](C1)O)CC[C@@H]1C[C@H](CC(O1)=O)O[Si](C)(C)C(C)(C)C)C ((4R,6R)-6-{2-[(1S,2S,6S,8S,8aR)-1,2,6,7,8,8a-hexahydro-6-t-butyldimethylsilyloxy-8-hydroxy-2-methyl-1-naphthyl]ethyl}tetrahydro-4-t-butyldimethylsilyloxy-2H-pyran-2-one), C(C=C)C(C(=O)Cl)(CC=C)CC=C (2,2-diallyl-4-pentenoyl chloride). Yields the product [Si](C)(C)(C(C)(C)C)O[C@@H]1C=C2C=C[C@@H]([C@@H]([C@H]2[C@H](C1)OC(C(CC=C)(CC=C)CC=C)=O)CC[C@@H]1C[C@H](CC(O1)=O)O[Si](C)(C)C(C)(C)C)C ((4R,6R)-6-{2-[(1S,2S,6S,8S,8-aR)-1,2,6,7,8,8a-Hexahydro-6-t-butyldimethylsilyloxy-8-(2,2-diallyl-4-pentenoyloxy)-2-methyl-1-naphthyl]ethyl}tetrahydro-4-t-butyldimethylsilyloxy-2H-pyran-2-one). Yield: 41.0%. Reaction SMILES: [Si:1]([O:8][C@H:9]1[CH2:18][C@H:17]([OH:19])[C@H:16]2[C:11]([CH:12]=[CH:13][C@H:14]([CH3:37])[C@@H:15]2[CH2:20][CH2:21][C@H:22]2[O:27][C:26](=[O:28])[CH2:25][C@H:24]([O:29][Si:30]([C:33]([CH3:36])([CH3:35])[CH3:34])([CH3:32])[CH3:31])[CH2:23]2)=[CH:10]1)([C:4]([CH3:7])([CH3:6])[CH3:5])([CH3:3])[CH3:2].[CH2:38]([C:41]([CH2:48][CH:49]=[CH2:50])([CH2:45][CH:46]=[CH2:47])[C:42](Cl)=[O:43])[CH:39]=[CH2:40]>>[Si:1]([O:8][C@H:9]1[CH2:18][C@H:17]([O:19][C:42](=[O:43])[C:41]([CH2:45][CH:46]=[CH2:47])([CH2:48][CH:49]=[CH2:50])[CH2:38][CH:39]=[CH2:40])[C@H:16]2[C:11]([CH:12]=[CH:13][C@H:14]([CH3:37])[C@@H:15]2[CH2:20][CH2:21][C@H:22]2[O:27][C:26](=[O:28])[CH2:25][C@H:24]([O:29][Si:30]([C:33]([CH3:36])([CH3:35])[CH3:34])([CH3:31])[CH3:32])[CH2:23]2)=[CH:10]1)([C:4]([CH3:5])([CH3:6])[CH3:7])([CH3:3])[CH3:2]. Procedure: A procedure similar to that described in Example 6, above, was followed, but using 1.10 g (2.0 mmol) of (4R,6R)-6-{2-[(1S,2S,6S,8S,8aR)-1,2,6,7,8,8a-hexahydro-6-t-butyldimethylsilyloxy-8-hydroxy-2-methyl-1-naphthyl]ethyl}tetrahydro-4-t-butyldimethylsilyloxy-2H-pyran-2-one [prepared as described in Example 3, above] and 584 mg (2.9 mmol) of 2,2-diallyl-4-pentenoyl chloride, to provide 585 mg of the title compound.